From a dataset of the Open Reaction Database (ORD), a public repository of structured organic reaction records. describe an organic reaction: reactants, conditions, products, and yield The reactants are CC(C)C(C)I, CCOC(C)=O, [H-], [Na+], CN(C)C=O, O=C1NC(c2ccccc2)(c2ccccc2)C(=O)N1C(=O)c1cccc2ccccc12. Product: CC(C)CN1C(=O)N(C(=O)c2cccc3ccccc23)C(=O)C1(c1ccccc1)c1ccccc1. RXN SMILES: [CH3:34][CH:35]([CH:36]([CH3:37])[CH3:38])[I:39].[CH3:40][CH2:41][O:42][C:43](=[O:44])[CH3:45].[H-:32].[Na+:33].[O:46]=[CH:47][N:48]([CH3:49])[CH3:50].[c:1]1([C:11](=[O:12])[N:13]2[C:14](=[O:31])[NH:15][C:16]([c:19]3[cH:20][cH:21][cH:22][cH:23][cH:24]3)([c:25]3[cH:26][cH:27][cH:28][cH:29][cH:30]3)[C:17]2=[O:18])[cH:2][cH:3][cH:4][c:5]2[cH:6][cH:7][cH:8][cH:9][c:10]12>>[c:1]1([C:11](=[O:12])[N:13]2[C:14](=[O:31])[N:15]([CH2:35][CH:36]([CH3:37])[CH3:38])[C:16]([c:19]3[cH:20][cH:21][cH:22][cH:23][cH:24]3)([c:25]3[cH:26][cH:27][cH:28][cH:29][cH:30]3)[C:17]2=[O:18])[cH:2][cH:3][cH:4][c:5]2[cH:6][cH:7][cH:8][cH:9][c:10]12. Starting materials: ice water, C(#N)N=C1N(CCN1)[C@H]1[C@@H](C(OC2=C1C=C(C=C2)C#N)(C)C)O (trans-4-(2-cyanoiminoimidazolidin-1-yl)-3,4-dihydro-3-hydroxy-2,2-dimethyl-2H-1-benzopyran-6carbonitrile), C(C)Br (ethyl bromide), C([O-])([O-])=O.[K+].[K+] (potassium carbonate). The solvent is CN(C=O)C (N,N-dimethylformamide). Reaction conditions: temperature 63 celsius. Yields the product C(#N)N=C1N(CCN1CC)[C@H]1[C@@H](C(OC2=C1C=C(C=C2)C#N)(C)C)O (trans-4-(2-cyanoimino-3-ethylimidazolidin-1-yl)-3,4-dihydro-3-hydroxy-2,2-dimethyl-2H-1-benzopyran-6-carbonitrile). The yield is 68.2%. Reaction SMILES: [C:1]([N:3]=[C:4]1[NH:8][CH2:7][CH2:6][N:5]1[C@@H:9]1[C:14]2[CH:15]=[C:16]([C:19]#[N:20])[CH:17]=[CH:18][C:13]=2[O:12][C:11]([CH3:22])([CH3:21])[C@H:10]1[OH:23])#[N:2].[CH2:24](Br)[CH3:25].C(=O)([O-])[O-].[K+].[K+]>CN(C)C=O>[C:1]([N:3]=[C:4]1[N:8]([CH2:24][CH3:25])[CH2:7][CH2:6][N:5]1[C@@H:9]1[C:14]2[CH:15]=[C:16]([C:19]#[N:20])[CH:17]=[CH:18][C:13]=2[O:12][C:11]([CH3:21])([CH3:22])[C@H:10]1[OH:23])#[N:2] |f:2.3.4|. Reported procedure: A mixture of trans-4-(2-cyanoiminoimidazolidin-1-yl)-3,4-dihydro-3-hydroxy-2,2-dimethyl-2H-1-benzopyran-6carbonitrile (0.78 g), ethyl bromide (1.08 g) and potassium carbonate (1.38 g) in N,N-dimethylformamide (7.8 ml) was heated for 3 hours at 63° C. The reaction mixture was poured into ice-water (50 ml), and extracted with ethyl acetate. The extract was washed with water, and dried over anhydrous magnesium sulfate. The solvent was removed under reduced pressure. The residue was recrystallized f... Starting materials: C(C)(C)(C)C=1C=C(C=CC1O)CCC(=O)O (3-(3-tert-butyl-4-hydroxyphenyl)-propionic acid), C1(=CC=CC=C1)O (phenol), CN(C=O)C (dimethylformamide), P(=O)(Cl)(Cl)Cl (phosphorus oxychloride). The solvent is C1(=CC=CC=C1)C (toluene), C1(=CC=CC=C1)C (toluene). Conditions: temperature 70 celsius, time 6 hour. The product is C(C)(C)(C)C=1C=C(C=CC1O)CCC(=O)OC1=CC=CC=C1 (phenyl 3-(3-tert-butyl-4-hydroxyphenyl)propionate). The yield is 90.1%. Reaction SMILES: [C:1]([C:5]1[CH:6]=[C:7]([CH2:12][CH2:13][C:14]([OH:16])=[O:15])[CH:8]=[CH:9][C:10]=1[OH:11])([CH3:4])([CH3:3])[CH3:2].[C:17]1(O)[CH:22]=[CH:21][CH:20]=[CH:19][CH:18]=1.CN(C)C=O.P(Cl)(Cl)(Cl)=O>C1(C)C=CC=CC=1>[C:1]([C:5]1[CH:6]=[C:7]([CH2:12][CH2:13][C:14]([O:16][C:17]2[CH:22]=[CH:21][CH:20]=[CH:19][CH:18]=2)=[O:15])[CH:8]=[CH:9][C:10]=1[OH:11])([CH3:4])([CH3:2])[CH3:3]. Procedure: A mixture of 55 g of 3-(3-tert-butyl-4-hydroxyphenyl)-propionic acid, 35 g of phenol, 7 g of dimethylformamide, 19.1 g of phosphorus oxychloride and 250 ml of toluene was stirred at 70° C. for 6 hours. The mixture was cooled to room temperature, and 800 ml of toluene was added thereto. The mixture was washed with water and an aqueous solution of sodium hydroxide, followed by washing with water. The mixture was concentrated, and the residue was purified by silica gel column chromatography to give... Reactants: C(C(=O)Cl)(=O)Cl (oxalyl chloride), N1=CC=CC=C1 (pyridine), NC1=C(C(=O)O)C=CC=N1 (2-aminonicotinic acid), NC1=NC=C(C=C1)Cl (2-amino-5-chloropyridine). Reagents/catalysts: CN(C)C=O (DMF). The solvent is ClCCl (dichloromethane), ClCCl (dichloromethane). Run at time 60 minute. The product is Cl.NC1=NC=CC=C1C(=O)NC1=NC=C(C=C1)Cl (2-Amino-N-(5-chloropyridin-2-yl)pyridine-3-carboxamide Hydrochloride). Yield: 59.3%. RXN SMILES: [NH2:1][C:2]1[N:10]=[CH:9][CH:8]=[CH:7][C:3]=1[C:4]([OH:6])=O.C(Cl)(=O)C([Cl:14])=O.[NH2:17][C:18]1[CH:23]=[CH:22][C:21]([Cl:24])=[CH:20][N:19]=1.N1C=CC=CC=1>ClCCl.CN(C=O)C>[ClH:14].[NH2:1][C:2]1[C:3]([C:4]([NH:17][C:18]2[CH:23]=[CH:22][C:21]([Cl:24])=[CH:20][N:19]=2)=[O:6])=[CH:7][CH:8]=[CH:9][N:10]=1 |f:6.7|. Procedure details: To a stirring suspension of 2-aminonicotinic acid (26.9 g, 194 mmol) in dichloromethane (120 mL) at 0° C., was added DMF (a few drops), followed by oxalyl chloride (20 mL, 194 mmol). The cold bath was removed, and the solution was allowed to stir for 60 min at room temperature. This solution was then transferred via cannula into a stirring solution of 2-amino-5-chloropyridine (25 g, 194 mmol) and pyridine (78 mL, 970 mmol) in dichloromethane (100 mL). After stirring overnight, the precipitate wa...